This data is from the Open Reaction Database (ORD), a public repository of structured organic reaction records. The task is: describe an organic reaction: reactants, conditions, products, and yield The reactants are N(CC(=O)N[C@@H](CC1=CC=CC=C1)C(=O)ON1C(=O)CCC1=O)C(=O)OC(C)(C)C (Boc-Gly-Phe-OSu), N[C@@H](CCSC)C(=O)OCCN(CC)CC.FC(F)(F)C(=O)O (H-Met-OCH2CH2N(CH2CH3)2.TFA), C(C)(=O)OCC (ethyl acetate). Run in CC(=O)C (acetone), C(=O)(O)[O-].[Na+] (NaHCO3). Conditions: time 5 hour. The product is NCC(=O)N[C@@H](CC1=CC=CC=C1)C(=O)N[C@@H](CCSC)C(=O)OCCN(CC)CC.FC(F)(F)C(=O)O (H-Gly-Phe-Met-OCH2CH2N(CH2CH3)2.TFA). Yield: 84.1%. Reaction SMILES: [NH2:1][C@H:2]([C:7]([O:9][CH2:10][CH2:11][N:12]([CH2:15][CH3:16])[CH2:13][CH3:14])=[O:8])[CH2:3][CH2:4][S:5][CH3:6].[F:17][C:18]([C:21]([OH:23])=[O:22])([F:20])[F:19].[NH:24](C(OC(C)(C)C)=O)[CH2:25][C:26]([NH:28][C@H:29]([C:37](ON1C(=O)CCC1=O)=[O:38])[CH2:30][C:31]1[CH:36]=[CH:35][CH:34]=[CH:33][CH:32]=1)=[O:27].C(OCC)(=O)C>C([O-])(O)=O.[Na+].CC(C)=O>[NH2:24][CH2:25][C:26]([NH:28][C@H:29]([C:37]([NH:1][C@H:2]([C:7]([O:9][CH2:10][CH2:11][N:12]([CH2:13][CH3:14])[CH2:15][CH3:16])=[O:8])[CH2:3][CH2:4][S:5][CH3:6])=[O:38])[CH2:30][C:31]1[CH:36]=[CH:35][CH:34]=[CH:33][CH:32]=1)=[O:27].[F:17][C:18]([C:21]([OH:23])=[O:22])([F:20])[F:19] |f:0.1,4.5,7.8|. Procedure: 25 g of H-Met-OCH2CH2N(CH2CH3)2.TFA was dissolved in 300 ml of 5% NaHCO3. 22 g of Boc-Gly-Phe-OSu in 150 ml of acetone was added into the reaction mixture. The mixture was stirred for 5 h at RT. 500 ml of ethyl acetate was added into the mixture. The ethyl acetate solution was washed with water (3×100 ml). The organic solution was dried over sodium sulfate. The solution was evaporated to dryness. The residue was dissolved in 250 ml of dichloromethylene. 200 ml of trifluoroacetic acid was added i... Reactants: N(=[N+]=[N-])C1CCN(CC1)C1=CC=C(C(=O)OCC)C=C1 (ethyl 4-(4-azidopiperidin-1-yl)benzoate), C(C)(=O)O (acetic acid), O (water), [H][H] (hydrogen). The reagents and catalysts are [Pd] (Pd/C). Run in O1CCOCC1 (dioxane). Product: NC1CCN(CC1)C1=CC=C(C(=O)OCC)C=C1 (ethyl 4-(4-aminopiperidin-1-yl)benzoate). As a reaction SMILES: [N:1]([CH:4]1[CH2:9][CH2:8][N:7]([C:10]2[CH:20]=[CH:19][C:13]([C:14]([O:16][CH2:17][CH3:18])=[O:15])=[CH:12][CH:11]=2)[CH2:6][CH2:5]1)=[N+]=[N-].C(O)(=O)C.O.[H][H]>O1CCOCC1.[Pd]>[NH2:1][CH:4]1[CH2:9][CH2:8][N:7]([C:10]2[CH:20]=[CH:19][C:13]([C:14]([O:16][CH2:17][CH3:18])=[O:15])=[CH:12][CH:11]=2)[CH2:6][CH2:5]1. Reported procedure: To a solution of ethyl 4-(4-azidopiperidin-1-yl)benzoate (7.62 g, 27.8 mmol) in dioxane (190 mL) was added acetic acid (27 mL) and water (54 mL). Then, 10% Pd/C (0.750 g) was added and the mixture was hydrogenated under 1 atmosphere of hydrogen for 5 hours. The mixture was filtered through Celite, concentrated, and 0.5 M HCl (500 mL) was added. The solution was washed with ethyl acetate (2×300 mL) and the aqueous phase basified with ammonium hydroxide, to pH 12. The aqueous phase was saturated w... The reactants are O=C([O-])[O-], CC(C)=O, Fc1ccc(CBr)cc1, [K+], [K+], Oc1cccc2nc(Cl)ccc12. Product: Fc1ccc(COc2cccc3nc(Cl)ccc23)cc1. Reaction SMILES: [C:13](=[O:14])([O-:15])[O-:16].[CH3:28][C:29](=[O:30])[CH3:31].[F:19][c:20]1[cH:21][cH:22][c:23]([CH2:24][Br:25])[cH:26][cH:27]1.[K+:17].[K+:18].[OH:1][c:2]1[c:3]2[cH:4][cH:5][c:6]([Cl:12])[n:7][c:8]2[cH:9][cH:10][cH:11]1>>[O:1]([c:2]1[c:3]2[cH:4][cH:5][c:6]([Cl:12])[n:7][c:8]2[cH:9][cH:10][cH:11]1)[CH2:24][c:23]1[cH:22][cH:21][c:20]([F:19])[cH:27][cH:26]1. The reactants are C(C(O)CO)C1=C(C(=C(C=C1)OC)O)C(=O)O.COC1=C(OCC(CO)O)C=CC=C1 (3-(2-methoxyphenoxy)-1,2-propanediol (glyceryl guaiacolate)), N1=CC=CC=C1 (pyridine), O (Water), CN(S(=O)(=O)Cl)C (dimethylsulfamoyl chloride), ( a ). Solvent: C(Cl)Cl (methylene chloride), C(Cl)Cl (methylene chloride). Reaction conditions: time 4 day. Yields the product OC(COS(N(C)C)(=O)=O)COC1=C(C=CC=C1)OC (Dimethylsulfamic acid 2-hydroxy-3-(2-methoxyphenoxy)propyl ester). Isolated yield 100.0%. Reaction SMILES: [CH3:1][N:2]([CH3:7])[S:3](Cl)(=[O:5])=[O:4].C(C1C=CC(OC)=C(O)C=1C(O)=O)C(CO)O.[CH3:25][O:26][C:27]1[CH:38]=[CH:37][CH:36]=[CH:35][C:28]=1[O:29][CH2:30][CH:31]([OH:34])[CH2:32][OH:33].N1C=CC=CC=1.O>C(Cl)Cl>[OH:34][CH:31]([CH2:30][O:29][C:28]1[CH:35]=[CH:36][CH:37]=[CH:38][C:27]=1[O:26][CH3:25])[CH2:32][O:33][S:3](=[O:5])(=[O:4])[N:2]([CH3:7])[CH3:1] |f:1.2|. Procedure: To a stirred solution of 21.9 g (152.5 mole) of the dimethylsulfamoyl chloride prepared in (a) above in 60 ml of methylene chloride was added a solution of 7.6 g (0.038 mole) of 3-(2-methoxyphenoxy)-1,2-propanediol (glyceryl guaiacolate) and 12.1 g (0.152 mole) of pyridine in 40 ml of methylene chloride at such a rate that the reaction temperature was maintained at ≤12° C. The reaction mixture was stirred at ambient temperature for 4 days. Water, 200 ml, was added to the mixture and the layers w... Reactants: C(C1=CC=CC=C1)N1C(=CC=C1C1=CC=CC=C1)C=1C=C2C=CC(=CC2=CC1)O (6-(1-benzyl-5-phenyl-1H-pyrrol-2-yl)-2-naphthol), BrCC(=O)OC (methyl bromoacetate), C([O-])([O-])=O.[Cs+].[Cs+] (cesium carbonate). Yields the product C(C1=CC=CC=C1)N1C(=CC=C1C1=CC=CC=C1)C=1C=C2C=CC(=CC2=CC1)OCC(=O)OC (Methyl {[6-(1-benzyl-5-phenyl-1H-pyrrol-2-yl)-2-naphthyl]oxy}acetate). RXN SMILES: [CH2:1]([N:8]1[C:12]([C:13]2[CH:18]=[CH:17][CH:16]=[CH:15][CH:14]=2)=[CH:11][CH:10]=[C:9]1[C:19]1[CH:20]=[C:21]2[C:26](=[CH:27][CH:28]=1)[CH:25]=[C:24]([OH:29])[CH:23]=[CH:22]2)[C:2]1[CH:7]=[CH:6][CH:5]=[CH:4][CH:3]=1.Br[CH2:31][C:32]([O:34][CH3:35])=[O:33].C(=O)([O-])[O-].[Cs+].[Cs+]>>[CH2:1]([N:8]1[C:12]([C:13]2[CH:14]=[CH:15][CH:16]=[CH:17][CH:18]=2)=[CH:11][CH:10]=[C:9]1[C:19]1[CH:20]=[C:21]2[C:26](=[CH:27][CH:28]=1)[CH:25]=[C:24]([O:29][CH2:31][C:32]([O:34][CH3:35])=[O:33])[CH:23]=[CH:22]2)[C:2]1[CH:3]=[CH:4][CH:5]=[CH:6][CH:7]=1 |f:2.3.4|. Reported procedure: In a similar manner as described in step 1 of Example 4, the title compound was prepared from 6-(1-benzyl-5-phenyl-1H-pyrrol-2-yl)-2-naphthol (0.250 g, 0.665 mmol), prepared in step 2 of Example 2, methyl bromoacetate (0.122 g, 0.797 mmol) and cesium carbonate (1.08 g, 3.33 mmol). The isolated tan amorphous solid (0.298 g, 100%) was used without further purification, mp 101–102° C. Elemental Analysis for C30H25NO3 Calc'd: C, 80.51; H, 5.63; N, 3.13. Found: C, 79.81; H, 5.60; N, 2.83. The reactants are ClC=1C2=C(N=CN1)N(C=C2)[C@H]2[C@](O)([C@H](OCC1=C(C=C(C=C1)Cl)Cl)[C@H](O2)COCC2=C(C=C(C=C2)Cl)Cl)C (4-Chloro-7-[3,5-bis-O-(2,4-dichlorophenylmethyl)-2-C-methyl-β-D-ribofuranosyl]-7H-pyrrolo[2,3-d]pyrimidine), B(Cl)(Cl)Cl (boron trichloride). Run in ClCCl (dichloromethane). Conditions: temperature -78 celsius, time 2.5 hour. The product is ClC=1C2=C(N=CN1)N(C=C2)[C@H]2[C@](O)([C@H](O)[C@H](O2)CO)C (4-Chloro-7-(2-C-methyl-β-D-ribofuranosyl)-7H-pyrrolo[2,3-d]pyrimidine). Isolated yield 65.6%. As a reaction SMILES: [Cl:1][C:2]1[C:3]2[CH:10]=[CH:9][N:8]([C@@H:11]3[O:26][C@H:25]([CH2:27][O:28]CC4C=CC(Cl)=CC=4Cl)[C@@H:14]([O:15]CC4C=CC(Cl)=CC=4Cl)[C@@:12]3([CH3:38])[OH:13])[C:4]=2[N:5]=[CH:6][N:7]=1.B(Cl)(Cl)Cl>ClCCl>[Cl:1][C:2]1[C:3]2[CH:10]=[CH:9][N:8]([C@@H:11]3[O:26][C@H:25]([CH2:27][OH:28])[C@@H:14]([OH:15])[C@@:12]3([CH3:38])[OH:13])[C:4]=2[N:5]=[CH:6][N:7]=1. Reported procedure: To a solution of the compound from Step D (5.42 g, 8.8 mmol) in dichloromethane (175 mL) at −78° C. was added boron trichloride (1M in dichloromethane, 88 mL, 88 mmol) dropwise. The mixture was stirred at −78° C. for 2.5 h, then at −30° C. to −20° C. for 3 h. The reaction was quenched by addition of methanol/dichloromethane (1:1) (90 mL) and the resulting mixture stirred at −15° C. for 30 min., then neutralized with aqueous ammonia at 0° C. and stirred at room temperature for 15 min. The solid w... Starting materials: NC1=NC=C(C2=CC(=CC=C12)F)Br (1-amino-4-bromo-6-fluoro-isoquinoline), CC1(CC(C=2C(=NNC2C1)C(F)(F)F)=O)C (6,6-Dimethyl-3-trifluoromethyl-1,5,6,7-tetrahydro-indazol-4-one), [H-].[Na+] (NaH), [NH4+].[Cl-] (NH4Cl). Run in CN(C)C=O (DMF). Yields the product NC1=NC=C(C2=CC(=CC=C12)N1N=C(C=2C(CC(CC12)(C)C)=O)C(F)(F)F)Br (1-(1-Amino-4-bromo-isoquinolin-6-yl)-6,6-dimethyl-3-trifluoromethyl-1,5,6,7-tetrahydro-indazol-4-one). Yield: 52.5%. As a reaction SMILES: [NH2:1][C:2]1[C:11]2[C:6](=[CH:7][C:8](F)=[CH:9][CH:10]=2)[C:5]([Br:13])=[CH:4][N:3]=1.[CH3:14][C:15]1([CH3:29])[CH2:23][C:22]2[NH:21][N:20]=[C:19]([C:24]([F:27])([F:26])[F:25])[C:18]=2[C:17](=[O:28])[CH2:16]1.[H-].[Na+].[NH4+].[Cl-]>CN(C=O)C>[NH2:1][C:2]1[C:11]2[C:6](=[CH:7][C:8]([N:21]3[C:22]4[CH2:23][C:15]([CH3:29])([CH3:14])[CH2:16][C:17](=[O:28])[C:18]=4[C:19]([C:24]([F:25])([F:27])[F:26])=[N:20]3)=[CH:9][CH:10]=2)[C:5]([Br:13])=[CH:4][N:3]=1 |f:2.3,4.5|. Reported procedure: To a solution of 1-amino-4-bromo-6-fluoro-isoquinoline (0.0395 g, 0.164 mmol) in DMF (1 mL) are added 6,6-Dimethyl-3-trifluoromethyl-1,5,6,7-tetrahydro-indazol-4-one (0.046 g, 0.2 mmol) and NaH (0.008 g, 0.2 mmol). The reaction mixture is microwaved at 120° C. for 40 min, cooled to RT, and treated with NH4Cl (satd. aq, 2 mL). The aqueous phase is extracted with EtOAc (2×). The combined organic layers are washed with brine, and dried over MgSO4. The solvent is evaporated and the residue is dried ... Run in C1CCOC1 (THF). The product is COC=1C=C(C=C(C1)OC)C1=CC=C(C=2N=CC=NC12)C(=O)O (8-(3,5-Dimethoxy-phenyl)-quinoxaline-5-carboxylic acid). The yield is 53.1%. Conditions: temperature -78 celsius, time 1 hour. Procedure: α-Chloroethyl chloroformate (19 μL, 0.17 mmol) was added to a cold (−78° C.) solution of 8-(3,5-dimethoxy-phenyl)-quinoxaline-5-carboxylic acid {5-[4-(4-methoxy-benzyl)-piperazin-1-ylmethyl]pyridin-2-yl}-amide (Example 116) (103 mg, 0.17 mmol) in THF (2 mL). The reaction mixture was stirred for 1 h at −78° C., quenched by addition of MeOH and concentrated. The residue was dissolved in MeOH (5 mL), heated to reflux for 3 h, allowed to cool. The resulting solid was collected by filtration, diluted... Reaction SMILES: ClC(OC(Cl)C)=[O:3].COC1C=CC(CN2CCN(CC3C=CC(N[C:29]([C:31]4[C:32]5[N:33]=[CH:34][CH:35]=[N:36][C:37]=5[C:38]([C:41]5[CH:46]=[C:45]([O:47][CH3:48])[CH:44]=[C:43]([O:49][CH3:50])[CH:42]=5)=[CH:39][CH:40]=4)=[O:30])=NC=3)CC2)=CC=1>C1COCC1>[CH3:48][O:47][C:45]1[CH:46]=[C:41]([C:38]2[C:37]3[N:36]=[CH:35][CH:34]=[N:33][C:32]=3[C:31]([C:29]([OH:30])=[O:3])=[CH:40][CH:39]=2)[CH:42]=[C:43]([O:49][CH3:50])[CH:44]=1. Reactants: ClC(=O)OC(C)Cl (α-Chloroethyl chloroformate), COC1=CC=C(CN2CCN(CC2)CC=2C=CC(=NC2)NC(=O)C=2C=3N=CC=NC3C(=CC2)C2=CC(=CC(=C2)OC)OC)C=C1 (8-(3,5-Dimethoxy-phenyl)-quinoxaline-5-carboxylic acid {5-[4-(4-methoxybenzyl)-piperazin-1-ylmethyl]-pyridin-2-yl}-amide). Reactants: C(C(C)C)OC1=C(C=C(C(=O)Cl)C=C1)[N+](=O)[O-] (4-isobutoxy-3-nitrobenzoyl chloride), CC(=O)OCC1=C2C=CC=CC2=C(C3=CC=CC=C31)COC(=O)C (acetic), Cl (hydrochloric acid), NC1=NC=NC(=C1N)O (4,5-Diamino-6-hydroxypyrimidine), C(O)([O-])=O.[Na+] (sodium hydrogen carbonate). The solvent is C(C)(=O)OCC (ethyl acetate), O (water). Run at time 3 hour. Product: NC1=CC=NC(=C1NC(C1=CC(=C(C=C1)OCC(C)C)[N+](=O)[O-])=O)O (4-Amino-6-hydroxy-5-(4-isobutoxy-3-nitrobenzoyl)aminopyridine). The yield is 66.5%. RXN SMILES: N[C:2]1[C:7]([NH2:8])=[C:6]([OH:9])[N:5]=[CH:4][N:3]=1.[C:10](=O)([O-])O.[Na+].[CH2:15]([O:19][C:20]1[CH:28]=[CH:27][C:23]([C:24](Cl)=[O:25])=[CH:22][C:21]=1[N+:29]([O-:31])=[O:30])[CH:16]([CH3:18])[CH3:17].CC(OCC1C2C(=CC=CC=2)C(COC(C)=O)=C2C=1C=CC=C2)=O.Cl>O.C(OCC)(=O)C>[NH2:3][C:2]1[C:7]([NH:8][C:24](=[O:25])[C:23]2[CH:27]=[CH:28][C:20]([O:19][CH2:15][CH:16]([CH3:18])[CH3:17])=[C:21]([N+:29]([O-:31])=[O:30])[CH:22]=2)=[C:6]([OH:9])[N:5]=[CH:4][CH:10]=1 |f:1.2|. Procedure: 4,5-Diamino-6-hydroxypyrimidine (527 mg, 4.18 mmol) was added to an aqueous suspension of sodium hydrogen carbonate (3.15 g, 41.8 mmol) in water (10 mL) under cooling with ice. Subsequently, a solution of 4-isobutoxy-3-nitrobenzoyl chloride (1.08 g, 4.18 mmol) in ethyl acetate (10 mL) was added. The resulting mixture was stirred for 3 hours under cooling with ice, made acetic by addition of 6 M hydrochloric acid, placed under reduced pressure at room temperature to distill ethyl acetate off, and... Starting materials: OC1=CC=C(C(=O)NC[C@@H](C(=O)OC)N2CCN(CC2)S(=O)(=O)C)C=C1 (methyl (S)-3-(4-hydroxybenzoylamino)-2-(4-methanesulphonylpiperazin-1-yl)-propanoate), BrCC1=CC=CC2=CC=CC=C12 (1-bromomethylnaphthalene), CS(=O)(=O)N1CCN(CC1)[C@H](C(=O)OC)CNC(C1=CC=C(C=C1)OCC1=CC(=NC2=CC=CC=C12)C)=O (methyl (S)-2-(4-methanesulphonylpiperazin-1-yl)-3-[4-(2-methylquinolin-4-ylmethoxy)benzoylamino]-propanoate). Yields the product CS(=O)(=O)N1CCN(CC1)[C@H](C(=O)OC)CNC(C1=CC=C(C=C1)OCC1=CC=CC2=CC=CC=C12)=O (Methyl (S)-2-(4-methanesulphonylpiperazin-1-yl)-3-[4-(naphthalen-1-ylmethoxy)benzoylamino]propanoate). As a reaction SMILES: OC1C=CC(C(NC[C@H](N2CCN(S(C)(=O)=O)CC2)C(OC)=O)=O)=CC=1.BrCC1C2C(=CC=CC=2)C=CC=1.[CH3:39][S:40]([N:43]1[CH2:48][CH2:47][N:46]([C@@H:49]([CH2:54][NH:55][C:56](=[O:76])[C:57]2[CH:62]=[CH:61][C:60]([O:63][CH2:64][C:65]3[C:74]4[C:69](=[CH:70][CH:71]=[CH:72][CH:73]=4)N=[C:67]([CH3:75])[CH:66]=3)=[CH:59][CH:58]=2)[C:50]([O:52][CH3:53])=[O:51])[CH2:45][CH2:44]1)(=[O:42])=[O:41]>>[CH3:39][S:40]([N:43]1[CH2:48][CH2:47][N:46]([C@@H:49]([CH2:54][NH:55][C:56](=[O:76])[C:57]2[CH:58]=[CH:59][C:60]([O:63][CH2:64][C:65]3[C:74]4[C:69](=[CH:70][CH:71]=[CH:72][CH:73]=4)[CH:75]=[CH:67][CH:66]=3)=[CH:61][CH:62]=2)[C:50]([O:52][CH3:53])=[O:51])[CH2:45][CH2:44]1)(=[O:41])=[O:42]. Procedure details: In a manner similar to example 4-5, starting from 300 mg (0.8 mmol) of methyl (S)-3-(4-hydroxybenzoylamino)-2-(4-methanesulphonylpiperazin-1-yl)-propanoate (prepared as described in example 4-4) and from 200 mg (1.2 mmol) of 1-bromomethylnaphthalene, 320 mg (78%) of methyl (S)-2-(4-methanesulphonylpiperazin-1-yl)-3-[4-(2-methylquinolin-4-ylmethoxy)benzoylamino]-propanoate are obtained in the form of a white solid.